From a dataset of the Open Reaction Database (ORD), a public repository of structured organic reaction records. describe an organic reaction: reactants, conditions, products, and yield Reactants: CC(C)(C)P(c1ccccc1-c1ccccc1)C(C)(C)C, CCOC(=O)c1sc(Br)nc1C(F)(F)F, C1CCOC1, CCOCC, [F-], [K+], CC(=O)[O-], CC(=O)[O-], [Pd+2], OB(O)c1ccccc1. The product is CCOC(=O)c1sc(-c2ccccc2)nc1C(F)(F)F. Reaction SMILES: [C:27]([P:28]([C:29]([CH3:30])([CH3:31])[CH3:32])[c:33]1[cH:34][cH:35][cH:36][cH:37][c:38]1-[c:39]1[cH:40][cH:41][cH:42][cH:43][cH:44]1)([CH3:45])([CH3:46])[CH3:47].[CH2:1]([CH3:2])[O:3][C:4](=[O:5])[c:6]1[c:7]([C:12]([F:13])([F:14])[F:15])[n:8][c:9]([Br:11])[s:10]1.[CH2:48]1[O:49][CH2:50][CH2:51][CH2:52]1.[CH3:62][CH2:63][O:64][CH2:65][CH3:66].[F-:25].[K+:26].[O-:54][C:55]([CH3:56])=[O:57].[O-:58][C:59]([CH3:60])=[O:61].[Pd+2:53].[c:16]1([B:22]([OH:23])[OH:24])[cH:17][cH:18][cH:19][cH:20][cH:21]1>>[CH2:1]([CH3:2])[O:3][C:4](=[O:5])[c:6]1[c:7]([C:12]([F:13])([F:14])[F:15])[n:8][c:9](-[c:16]2[cH:17][cH:18][cH:19][cH:20][cH:21]2)[s:10]1. Starting materials: CC(C(=O)OCC)(C)C1=CC(=CC=2C=COC21)F (ethyl 2-methyl-2-(5-fluorobenzofur-7-yl)propionate), C(=O)N (formamide), C[O-].[Na+] (sodium methoxide). The solvent is CN(C=O)C (dimethylformamide), C(C)(=O)OCC (ethyl acetate). Reaction conditions: temperature 100 celsius. The product is CC(C(=O)N)(C)C1=CC(=CC=2C=COC21)F (2-methyl-2-(5-fluorobenzofur-7-yl)propionamide). Isolated yield 43.7%. RXN SMILES: [CH3:1][C:2]([C:9]1[C:17]2[O:16][CH:15]=[CH:14][C:13]=2[CH:12]=[C:11]([F:18])[CH:10]=1)([CH3:8])[C:3](OCC)=[O:4].C([NH2:21])=O.C[O-].[Na+]>CN(C)C=O.C(OCC)(=O)C>[CH3:1][C:2]([C:9]1[C:17]2[O:16][CH:15]=[CH:14][C:13]=2[CH:12]=[C:11]([F:18])[CH:10]=1)([CH3:8])[C:3]([NH2:21])=[O:4] |f:2.3|. Procedure details: A mixture of 0.156 gm (0.62 mMol) ethyl 2-methyl-2-(5-fluorobenzofur-7-yl)propionate, 0.095 gm (2.12 mMol) formamide, and 0.44 mL (0.44 mMol) sodium methoxide (1.0 M in methanol) in 3 mL dimethylformamide was heated at 100° C. for 45 minutes. The reaction mixture was diluted with ethyl acetate and the organics washed sequentially with water and saturated aqueous sodium chloride. The organics were then concentrated under reduced pressure and the residue subjected to silica gel chromatography, elu... Reaction SMILES: [CH3:21][CH2:22][OH:23].[Cl:1][c:2]1[c:3]2[nH:4][c:5](=[O:20])[c:6](=[O:19])[nH:7][c:8]2[c:9]([N+:16]([O-:17])=[O:18])[c:10]([C:12]([F:13])([F:14])[F:15])[cH:11]1>>[Cl:1][c:2]1[c:3]2[nH:4][c:5](=[O:20])[c:6](=[O:19])[nH:7][c:8]2[c:9]([NH2:16])[c:10]([C:12]([F:13])([F:14])[F:15])[cH:11]1. The reactants are CCO, O=c1[nH]c2c(Cl)cc(C(F)(F)F)c([N+](=O)[O-])c2[nH]c1=O. Product: Nc1c(C(F)(F)F)cc(Cl)c2[nH]c(=O)c(=O)[nH]c12. The reactants are NN, O, CC([O-])=[SH]CC(Cc1ccccc1)NC(=O)Nc1cccnc1. The product is O=C(Nc1cccnc1)NC(CS)Cc1ccccc1. RXN SMILES: [NH2:25][NH2:26].[OH2:24].[n:1]1[cH:2][c:3]([NH:7][C:8](=[O:9])[NH:10][CH:11]([CH2:12][SH:13]=[C:14]([O-:15])[CH3:16])[CH2:17][c:18]2[cH:19][cH:20][cH:21][cH:22][cH:23]2)[cH:4][cH:5][cH:6]1>>[n:1]1[cH:2][c:3]([NH:7][C:8](=[O:9])[NH:10][CH:11]([CH2:12][SH:13])[CH2:17][c:18]2[cH:19][cH:20][cH:21][cH:22][cH:23]2)[cH:4][cH:5][cH:6]1.